From a dataset of the Open Reaction Database (ORD), a public repository of structured organic reaction records. describe an organic reaction: reactants, conditions, products, and yield Starting materials: [Br-], CCOC(=O)C(C(=O)OCC)=C(C)C, [Mg+]C1CC1, [Cl-], [Cu]I, [NH4+], C1CCOC1. The product is CCOC(=O)C(C(=O)OCC)C(C)(C)C1CC1. As a reaction SMILES: [Br-:1].[C:6]([CH3:7])([CH3:8])=[C:9]([C:10](=[O:11])[O:12][CH2:13][CH3:14])[C:15](=[O:16])[O:17][CH2:18][CH3:19].[CH:2]1([Mg+:5])[CH2:3][CH2:4]1.[Cl-:20].[Cu:27][I:28].[NH4+:21].[O:22]1[CH2:23][CH2:24][CH2:25][CH2:26]1>>[CH:2]1([C:6]([CH3:7])([CH3:8])[CH:9]([C:10](=[O:11])[O:12][CH2:13][CH3:14])[C:15](=[O:16])[O:17][CH2:18][CH3:19])[CH2:3][CH2:4]1. Starting materials: C1(=CC=CC=C1)OC (anisole), FC(C(=O)O)(F)F (trifluoroacetic acid), C1(=CC=CC=C1)C(C1=CC=CC=C1)OC(=S)C1=C(CS[C@H]2N1C([C@H]2NC(CC2=CC=CC=C2)=O)=O)CSC=2N=NNC2 (7β-phenylacetylamino-3-(1,2,3-triazol -4-yl)thiomethylthio-3-cephem-4-carboxylic acid diphenylmethyl ester). Run in ClCCl (dichloromethane). Conditions: time 40 minute. The product is C1(=CC=CC=C1)CC(=O)N[C@H]1[C@@H]2N(C(=C(CS2)CSC=2N=NNC2)C(=S)O)C1=O (7β- phenylacetylamino-3-(1,2,3-triazol-4-yl) thiomethylthio-3-cephem-4- carboxylic acid). The yield is 50.6%. Reaction SMILES: C1(C([O:14][C:15]([C:17]2[N:22]3[C:23](=[O:35])[C@@H:24]([NH:25][C:26](=[O:34])[CH2:27][C:28]4[CH:33]=[CH:32][CH:31]=[CH:30][CH:29]=4)[C@H:21]3[S:20][CH2:19][C:18]=2[CH2:36][S:37][C:38]2[N:39]=[N:40][NH:41][CH:42]=2)=[S:16])C2C=CC=CC=2)C=CC=CC=1.C1(OC)C=CC=CC=1.FC(F)(F)C(O)=O>ClCCl>[C:28]1([CH2:27][C:26]([NH:25][C@@H:24]2[C:23](=[O:35])[N:22]3[C:17]([C:15]([OH:14])=[S:16])=[C:18]([CH2:36][S:37][C:38]4[N:39]=[N:40][NH:41][CH:42]=4)[CH2:19][S:20][C@H:21]23)=[O:34])[CH:29]=[CH:30][CH:31]=[CH:32][CH:33]=1. Procedure details: To a suspension of 7β-phenylacetylamino-3-(1,2,3-triazol -4-yl)thiomethylthio-3-cephem-4-carboxylic acid diphenylmethyl ester (186 mg : 0.296 mMol ) in dichloromethane (3 ml) under ice cooling is added anisole (0.45 ml) and trifluoroacetic acid (0.45 ml), and the mixture is stirred for 1 hour 40 minutes. The reaction mixture is concentrated, triturated with hexane, and washed with ethyl acetate to give 7β- phenylacetylamino-3-(1,2,3-triazol-4-yl) thiomethylthio-3-cephem-4- carboxylic acid as whi... The reactants are CN(C)c1ccncc1, CCN(C(C)C)C(C)C, ClCCl, COC(=O)c1cnc2c(c1)NCCO2, O=S(=O)(Cl)c1ccccc1. Yields the product COC(=O)c1cnc2c(c1)N(S(=O)(=O)c1ccccc1)CCO2. As a reaction SMILES: [CH3:37][N:38]([c:39]1[cH:40][cH:41][n:42][cH:43][cH:44]1)[CH3:45].[CH:25]([N:26]([CH2:27][CH3:28])[CH:29]([CH3:30])[CH3:31])([CH3:32])[CH3:33].[Cl:34][CH2:35][Cl:36].[NH:1]1[c:2]2[c:3]([n:7][cH:8][c:9]([C:11](=[O:12])[O:13][CH3:14])[cH:10]2)[O:4][CH2:5][CH2:6]1.[c:15]1([S:21](=[O:22])(=[O:23])[Cl:24])[cH:16][cH:17][cH:18][cH:19][cH:20]1>>[N:1]1([S:21]([c:15]2[cH:16][cH:17][cH:18][cH:19][cH:20]2)(=[O:22])=[O:23])[c:2]2[c:3]([n:7][cH:8][c:9]([C:11](=[O:12])[O:13][CH3:14])[cH:10]2)[O:4][CH2:5][CH2:6]1.